Dataset: the Open Reaction Database (ORD), a public repository of structured organic reaction records. Task: describe an organic reaction: reactants, conditions, products, and yield Starting materials: ClC=1C=CC(=C(C1)N1CCN(CC1)C)[N+](=O)[O-] (1-(5-chloro-2-nitrophenyl)-4-methylpiperazine), ClCS(=O)(=O)C1=CC=C(C=C1)F (chloromethyl-(4-fluorophenyl)sulfone), CC(C)(C)[O-].[K+] (KOt-Bu). Run in C1CCOC1 (THF), C1CCOC1 (THF). Yields the product ClC=1C=C(C(=C(C1)N1CCN(CC1)C)[N+](=O)[O-])CS(=O)(=O)C1=CC=C(C=C1)F (1-{5-Chloro-2-nitro-3-{[(4-fluorophenyl)sulfonyl]methyl}phenyl}-4-methylpiperazine). RXN SMILES: [Cl:1][C:2]1[CH:3]=[CH:4][C:5]([N+:15]([O-:17])=[O:16])=[C:6]([N:8]2[CH2:13][CH2:12][N:11]([CH3:14])[CH2:10][CH2:9]2)[CH:7]=1.Cl[CH2:19][S:20]([C:23]1[CH:28]=[CH:27][C:26]([F:29])=[CH:25][CH:24]=1)(=[O:22])=[O:21].CC([O-])(C)C.[K+]>C1COCC1>[Cl:1][C:2]1[CH:3]=[C:4]([CH2:19][S:20]([C:23]2[CH:28]=[CH:27][C:26]([F:29])=[CH:25][CH:24]=2)(=[O:22])=[O:21])[C:5]([N+:15]([O-:17])=[O:16])=[C:6]([N:8]2[CH2:13][CH2:12][N:11]([CH3:14])[CH2:10][CH2:9]2)[CH:7]=1 |f:2.3|. Reported procedure: A stirred mixture of 1-(5-chloro-2-nitrophenyl)-4-methylpiperazine (1.0 mmol) and chloromethyl-(4-fluorophenyl)sulfone (1.0 mmol) in THF is treated with 2.2 mL of a 1M KOt-Bu (2.2 mmol) solution in THF at −78° C., warmed to room temperature over a 2 h period, quenched with acetic acid and concentrated in vacuo. The resultant residue is partitioned between EtOAc and aqueous Na2CO3. The phases are separated and the aqueous phase is extracted with EtOAc. The organic phase is combined with the extra... Starting materials: BrC1=C(C=C(S1)S(=O)(=O)N)Cl (5-bromo-4-chlorothiophene-2-sulfonamide). Reagents/catalysts: [Zn] (zinc). Solvent: CC(=O)O (AcOH). Run at temperature 120 celsius, time 6 hour. Yields the product ClC=1C=C(SC1)S(=O)(=O)N (4–Chlorothiophene-2-sulfonamide). The yield is 51.2%. As a reaction SMILES: Br[C:2]1[S:6][C:5]([S:7]([NH2:10])(=[O:9])=[O:8])=[CH:4][C:3]=1[Cl:11]>CC(O)=O.[Zn]>[Cl:11][C:3]1[CH:4]=[C:5]([S:7]([NH2:10])(=[O:9])=[O:8])[S:6][CH:2]=1. Reported procedure: To a stirred solution of 5-bromo-4-chlorothiophene-2-sulfonamide (2.4 g, 8.7 mmol) in AcOH (20 mL) is added zinc dust (1.7 g, 26.0 mmol). The reaction mixture is heated to 120° C. for 6 hr. After 6 hr, the mixture is filtered and neutralized with 1 M NaOH. The aqueous layer is extracted with EtOAc (2×100 mL). The combined organic extracts are dried (Na2SO4), filtered and concentrated in vacuo. The crude product is chromatographed on silica gel, eluting with CH2Cl2 to afford the title compound (0... The reactants are CN(C)C=O, O=[N+]([O-])c1cc[n+]([O-])cc1F, [Na+], [Na+], O=C([O-])[O-], O, Oc1ccc2ccccc2c1. The product is O=[N+]([O-])c1cc[n+]([O-])cc1Oc1ccc2ccccc2c1. As a reaction SMILES: [CH3:30][N:31]([CH3:32])[CH:33]=[O:34].[F:18][c:19]1[cH:20][n+:21]([O-:28])[cH:22][cH:23][c:24]1[N+:25](=[O:26])[O-:27].[Na+:12].[Na+:13].[O-:14][C:15](=[O:16])[O-:17].[OH2:29].[OH:1][c:2]1[cH:3][cH:4][c:5]2[cH:6][cH:7][cH:8][cH:9][c:10]2[cH:11]1>>[O:1]([c:2]1[cH:3][cH:4][c:5]2[cH:6][cH:7][cH:8][cH:9][c:10]2[cH:11]1)[c:19]1[cH:20][n+:21]([O-:28])[cH:22][cH:23][c:24]1[N+:25](=[O:26])[O-:27]. Reactants: 3-Dimethylamino-1-(2,4-dimethyl-5-nitro-1H-pyrrol-3-yl)-propenone, [N+](=O)(O)[O-].FC1=CC=C(C=C1)NC(=N)N (4-fluorophenyl guanidine nitrate), C(=O)([O-])[O-].[K+].[K+] (K2CO3), COCCO (2-methoxyethanol). Run at temperature 120 celsius. Yields the product CC=1NC(=C(C1C1=NC(=NC=C1)NC1=CC=C(C=C1)F)C)[N+](=O)[O-] ([4-(2,4-Dimethyl-5-nitro-1H-pyrrol-3-yl)-pyrimidin-2-yl]-(4-fluoro-phenyl)-amine). RXN SMILES: [N+:1]([O-:4])(O)=[O:2].[F:5][C:6]1[CH:11]=[CH:10][C:9]([NH:12][C:13]([NH2:15])=[NH:14])=[CH:8][CH:7]=1.C([O-])([O-])=O.[K+].[K+].CO[CH2:24][CH2:25]O>>[CH3:10][C:9]1[NH:12][C:13]([N+:1]([O-:4])=[O:2])=[C:24]([CH3:25])[C:8]=1[C:7]1[CH:6]=[CH:11][N:15]=[C:13]([NH:12][C:9]2[CH:8]=[CH:7][C:6]([F:5])=[CH:11][CH:10]=2)[N:14]=1 |f:0.1,2.3.4|. Procedure: 3-Dimethylamino-1-(2,4-dimethyl-5-nitro-1H-pyrrol-3-yl)-propenone (110 mg, 0.46 mmol), 4-fluorophenyl guanidine nitrate (150 mg, 0.7 mmol), and K2CO3 (193 mg, 1.4 mmol) were partially dissolved in 2-methoxyethanol and heated at 120° C. for 18 h. The mixture was concentrated in vacuo and purified by SiO2 chromatography (heptane/EtOAc gradient elution). The crude product was triturated in iPr2O to afford the title compound (22 mg) as a pale orange solid. M.p. 166.3–170.1° C. MS: [M+H]+=329.3 (C16H... Reactants: BrC=1SC(=C(N1)Br)C1=C(N=C2N1N=C(C=C2C(CC)CC)C)C (3-(2,4-dibromo-thiazol-5-yl)-8-(1-ethyl-propyl)-2,6-dimethyl-imidazo[1,2-b]pyridazine), Teflon, CN1N=CN=C1 (1-methyl-1,2,4-triazole), C(CCC)[Li] (n-butyllithium), CCCCCC (hexane). Reagents/catalysts: C1=CC=C(C=C1)P([C-]2C=CC=C2)C3=CC=CC=C3.C1=CC=C(C=C1)P([C-]2C=CC=C2)C3=CC=CC=C3.Cl[Pd]Cl.[Fe+2] (PdCl2(dppf)), [Cl-].[Zn+2].[Cl-] (zinc chloride). Solvent: C1CCOC1 (THF), C1CCOC1 (THF). Reaction conditions: temperature -78 celsius, time 10 minute. Product: BrC=1N=C(SC1C1=C(N=C2N1N=C(C=C2C(CC)CC)C)C)C=2N(N=CN2)C (3-[4-bromo-2-(2-methyl-2H-[1,2,4]triazol-3-yl)-thiazol-5-yl]-8-(1-ethyl-propyl)-2,6-dimethyl-imidazo[1,2-b]pyridazine). Isolated yield 57.9%. Reaction SMILES: [CH3:1][N:2]1[CH:6]=[N:5][CH:4]=[N:3]1.C([Li])CCC.CCCCCC.Br[C:19]1[S:20][C:21]([C:25]2[N:29]3[N:30]=[C:31]([CH3:39])[CH:32]=[C:33]([CH:34]([CH2:37][CH3:38])[CH2:35][CH3:36])[C:28]3=[N:27][C:26]=2[CH3:40])=[C:22]([Br:24])[N:23]=1>C1COCC1.[Cl-].[Zn+2].[Cl-].C1C=CC(P(C2C=CC=CC=2)[C-]2C=CC=C2)=CC=1.C1C=CC(P(C2C=CC=CC=2)[C-]2C=CC=C2)=CC=1.Cl[Pd]Cl.[Fe+2]>[Br:24][C:22]1[N:23]=[C:19]([C:6]2[N:2]([CH3:1])[N:3]=[CH:4][N:5]=2)[S:20][C:21]=1[C:25]1[N:29]2[N:30]=[C:31]([CH3:39])[CH:32]=[C:33]([CH:34]([CH2:35][CH3:36])[CH2:37][CH3:38])[C:28]2=[N:27][C:26]=1[CH3:40] |f:5.6.7,8.9.10.11|. Reported procedure: 82 mg of 1-methyl-1,2,4-triazole (0.99 mmol) is dissolved in 2 ml of dry THF and cooled to −78° C. and 0.4 ml of n-butyllithium 2.5 M in hexane (0.99 mmol) is added. The reaction mixture is stirred at −78° C. to room temperature for 10 min and cooled to −78° C. again. 1.98 ml of 0.5 M zinc chloride 0.5 M solution in THF (0.99 mmol) is added and stirred at −78° C. to room temperature for 15 min. 152 mg of 3-(2,4-dibromo-thiazol-5-yl)-8-(1-ethyl-propyl)-2,6-dimethyl-imidazo[1,2-b]pyridazine (0.33 ...